describe an organic reaction: reactants, conditions, products, and yield From a dataset of the Open Reaction Database (ORD), a public repository of structured organic reaction records. Yield: 63.5%. The solvent is O1CCOCC1 (dioxane), O (water). The reagents and catalysts are [Br-].C(CCC)[N+](CCCC)(CCCC)CCCC (tetrabutylammonium bromide), C(C)(=O)[O-].[Pd+2].C(C)(=O)[O-] (palladium(II) acetate). The reactants are BrC=1C=C2C=C(NC2=CC1)CO ((5-bromo-1H-indol-2-yl)methanol), CC=1C=C(C=CC1)B(O)O (3-methylbenzeneboronic acid), C([O-])([O-])=O.[K+].[K+] (potassium carbonate), CC=1C=C(C=CC1)B(O)O (3-methylbenzeneboronic acid), BrC=1C=C2C=CN(C2=CC1)CC1=CC=C(C=C1)C(C)(C)C (5-bromo-1-(4-tert-butylbenzyl)-1H-indole). Reported procedure: A mixture of (5-bromo-1H-indol-2-yl)methanol (9 g, 39.8 mmol), 3-methylbenzeneboronic acid (6.14 g, 43.78 mmol), potassium carbonate (13.75 g, 99.5 mmol), palladium(II) acetate (0.045 g) and tetrabutylammonium bromide (12.84 g, 39.8 mmol) in 10% dioxane in water (degassed, 0.38 L) was stirred at 70° C. The reaction was monitored by TLC. Additional 3-methylbenzeneboronic acid (5.6 g, 39.8 mmol) was added. After no 5-bromo-1-(4-tert-butylbenzyl)-1H-indole was detected by TLC, the reaction was cool... Reaction conditions: temperature 70 celsius. Yields the product CC=1C=C(C=CC1)C=1C=C2C=C(NC2=CC1)CO ([5-(3-Methylphenyl)-1H-indol-2-yl]methanol). RXN SMILES: Br[C:2]1[CH:3]=[C:4]2[C:8](=[CH:9][CH:10]=1)[NH:7][C:6]([CH2:11][OH:12])=[CH:5]2.[CH3:13][C:14]1[CH:15]=[C:16](B(O)O)[CH:17]=[CH:18][CH:19]=1.C(=O)([O-])[O-].[K+].[K+].BrC1C=C2C(=CC=1)N(CC1C=CC(C(C)(C)C)=CC=1)C=C2>[Br-].C([N+](CCCC)(CCCC)CCCC)CCC.O1CCOCC1.O.C([O-])(=O)C.[Pd+2].C([O-])(=O)C>[CH3:13][C:14]1[CH:19]=[C:18]([C:2]2[CH:3]=[C:4]3[C:8](=[CH:9][CH:10]=2)[NH:7][C:6]([CH2:11][OH:12])=[CH:5]3)[CH:17]=[CH:16][CH:15]=1 |f:2.3.4,6.7,10.11.12|.